Dataset: the Open Reaction Database (ORD), a public repository of structured organic reaction records. Task: describe an organic reaction: reactants, conditions, products, and yield Reactants: NCCCCN1C=NC=2C(=NC=3C=CC=CC3C21)N (1-(4-aminobutyl)-1H-imidazo[4,5-c]quinolin-4-amine), C1(=CC=CC=C1)[C@H]1[C@@H](C1)C(=O)Cl (trans-2-phenyl-1-cyclopropanecarbonyl chloride). The product is NC1=NC=2C=CC=CC2C2=C1N=CN2CCCCNC(=O)[C@H]2[C@@H](C2)C2=CC=CC=C2 (N1-[4-(4-amino-1H-imidazo[4,5-c]quinolin-1-yl)butyl]-(trans)-2-phenylcyclopropane-1-carboxamide). RXN SMILES: [NH2:1][CH2:2][CH2:3][CH2:4][CH2:5][N:6]1[C:18]2[C:17]3[CH:16]=[CH:15][CH:14]=[CH:13][C:12]=3[N:11]=[C:10]([NH2:19])[C:9]=2[N:8]=[CH:7]1.[C:20]1([C@@H:26]2[CH2:28][C@H:27]2[C:29](Cl)=[O:30])[CH:25]=[CH:24][CH:23]=[CH:22][CH:21]=1>>[NH2:19][C:10]1[C:9]2[N:8]=[CH:7][N:6]([CH2:5][CH2:4][CH2:3][CH2:2][NH:1][C:29]([C@@H:27]3[CH2:28][C@H:26]3[C:20]3[CH:25]=[CH:24][CH:23]=[CH:22][CH:21]=3)=[O:30])[C:18]=2[C:17]2[CH:16]=[CH:15][CH:14]=[CH:13][C:12]=2[N:11]=1. Procedure: According to the general method of Example 14, 1-(4-aminobutyl)-1H-imidazo[4,5-c]quinolin-4-amine and trans-2-phenyl-1-cyclopropanecarbonyl chloride were combined to provide N1-[4-(4-amino-1H-imidazo[4,5-c]quinolin-1-yl)butyl]-(trans)-2-phenylcyclopropane-1-carboxamide as an off white solid, m.p. 77.0° C. 1H NMR (300 MHz, DMSO-d6) δ 7.90 (dd, J=8.1, 1.2 Hz, 1H), 7.81 (dd, J=8.1, 1.2 Hz, 1H), 7.78 (s, 1H), 7.50 (dt, J=8.1, 1.5 Hz, 1H), 7.33-7.15 (m, 4H), 7.05-7.02(m, 2H), 5.84 (broad s, 1H), 5.51...